This data is from the Open Reaction Database (ORD), a public repository of structured organic reaction records. The task is: describe an organic reaction: reactants, conditions, products, and yield The yield is 84.6%. Run in O1CCCC1 (tetrahydrofuran). The reactants are NC1=C2C=CNC2=CC=C1 (4-amino-1H-indole), OC1=C(C(=O)O)C=CC(=C1)OC (2-hydroxy-4-methoxy-benzoic acid), C1(CCCCC1)N=C=NC1CCCCC1 (dicyclohexylcarbodiimide). Reaction SMILES: [NH2:1][C:2]1[CH:10]=[CH:9][CH:8]=[C:7]2[C:3]=1[CH:4]=[CH:5][NH:6]2.[OH:11][C:12]1[CH:20]=[C:19]([O:21][CH3:22])[CH:18]=[CH:17][C:13]=1[C:14](O)=[O:15].C1(N=C=NC2CCCCC2)CCCCC1>O1CCCC1>[CH3:22][O:21][C:19]1[CH:18]=[CH:17][C:13]([C:14]([NH:1][C:2]2[CH:10]=[CH:9][CH:8]=[C:7]3[C:3]=2[CH:4]=[CH:5][NH:6]3)=[O:15])=[C:12]([OH:11])[CH:20]=1. Procedure details: A mixture of 3.96 g of 4-amino-1H-indole, 70 ml of tetrahydrofuran, 5 g of 2-hydroxy-4-methoxy-benzoic acid and 6.2 g of dicyclohexylcarbodiimide was refluxed for 24 hours and was evaporated to dryness under reduced pressure at 50° C. The residue was taken up in ethyl acetate and excess 4-amino-1H-indole was removed by washing with 2N hydrochloric acid. The mixture was evaporated to dryness under reduced pressure and the residue was taken up in ether and dried at 50° C. to obtain 7.1 g of 4-meth... Yields the product COC1=CC(=C(C(=O)NC2=C3C=CNC3=CC=C2)C=C1)O (4-methoxy-2-hydroxy-N-(1H-indol-4-yl)-benzamide). Starting materials: 39g, C(CCC)OCC1CO1 (butyl-glycidyl-ether), ClCl (chlorine), solution, C[O-].[Na+] (sodium methylate), C(CCCCC)O (n-hexanol), epoxide. The solvent is CO (methanol), CCOCC (ether), CO (methanol). Conditions: temperature 155 celsius. The product is C(CCCCC)OCC(O)CO (glycerol n-hexyl ether). Reaction SMILES: C[O-].[Na+].[CH2:4]([OH:10])[CH2:5][CH2:6][CH2:7][CH2:8][CH3:9].C([O:15][CH2:16][CH:17]1[O:19][CH2:18]1)CCC.ClCl>CO.CCOCC>[CH2:4]([O:10][CH2:18][CH:17]([CH2:16][OH:15])[OH:19])[CH2:5][CH2:6][CH2:7][CH2:8][CH3:9] |f:0.1|. Reported procedure: 4.7g of a solution containing 22.7% sodium methylate in methanol is added to 61.2g of dehydrated n-hexanol. The methanol is eliminated by heating the mixture to 155°C. After cooling the mixture to 130°C, 39g of tertio-butyl-glycidyl-ether is introduced gradually over a two hour and 50 minute period. This ether has a boiling point of 87°-88°C under 88 mm of mercury and a purity of 95% as determined by measurement of the epoxide function. The secondary products which it contains are chlorinate der...